This data is from the Open Reaction Database (ORD), a public repository of structured organic reaction records. The task is: describe an organic reaction: reactants, conditions, products, and yield Reagents/catalysts: O=S(=O)(O)OOS(=O)(=O)O.N. Starting materials: N=1C=2C=CC=CC2C=CC1C, O=C(O)C1CC=CCC1. Conditions: temperature 40 celsius, time 16 hour. Product: N=1C=2C=CC=CC2C(=CC1C)C3CC=CCC3. Yield: 26.0%. The solvent is O, O=S(C)C. Starting materials: solution, NC1=CC2=C(OCC2(C)C)C(=C1)C(C)(C)C (5-amino-7-tert-butyl-2,3-dihydro-3,3-dimethylbenzo[b]furan), N1C(=NCC1)S(=O)(=O)O (imidazoline-2-sulfonic acid). The solvent is C(C)#N (acetonitrile). The product is C(C)(C)(C)C1=CC(=CC2=C1OCC2(C)C)NC=2NCCN2 (2-(N-(7-tert-Butyl-2,3-dihydro-3,3-dimethylbenzo[b]furan-5-yl)-amino)imidazoline). The yield is 32.0%. Reaction SMILES: [NH2:1][C:2]1[CH:12]=[C:11]([C:13]([CH3:16])([CH3:15])[CH3:14])[C:5]2[O:6][CH2:7][C:8]([CH3:10])([CH3:9])[C:4]=2[CH:3]=1.[NH:17]1[CH2:21][CH2:20][N:19]=[C:18]1S(O)(=O)=O>C(#N)C>[C:13]([C:11]1[C:5]2[O:6][CH2:7][C:8]([CH3:10])([CH3:9])[C:4]=2[CH:3]=[C:2]([NH:1][C:18]2[NH:19][CH2:20][CH2:21][N:17]=2)[CH:12]=1)([CH3:16])([CH3:15])[CH3:14]. Procedure details: To a 0.3 g (1.3 mmol) solution of 5-amino-7-tert-butyl-2,3-dihydro-3,3-dimethylbenzo[b]furan in 10 mL of acetonitrile at RT is added 0.2 g (1.3 mmol) of imidazoline-2-sulfonic acid, (Maryanoff et al., J. Org. Chem., 1986, 51, 1882). The reaction is then refluxed overnight. On cooling to RT, pure guanidine precipitates out of solution and is filtered from the solution to give 120 mg (32%) of product; mp 264° C. (decomp).